Dataset: the Open Reaction Database (ORD), a public repository of structured organic reaction records. Task: describe an organic reaction: reactants, conditions, products, and yield The reactants are Cl.ClCCN (2-chloroethylamine hydrochloride), CC(C)([O-])C.[K+] (potassium tert-butoxide), CN(C)CC1=CC=C(O1)CO (5-(dimethylamino)methyl-2-furanmethanol). Solvent: CN(C=O)C (dimethylformamide). Product: CN(C)CC1=CC=C(O1)COCCN (2-[[5-(dimethylamino)methyl-2-furanyl]methoxy]ethanamine), bis oxalate. RXN SMILES: Cl.Cl[CH2:3][CH2:4][NH2:5].CC(C)([O-])C.[K+].[CH3:12][N:13]([CH2:15][C:16]1[O:20][C:19]([CH2:21][OH:22])=[CH:18][CH:17]=1)[CH3:14]>CN(C)C=O>[CH3:14][N:13]([CH2:15][C:16]1[O:20][C:19]([CH2:21][O:22][CH2:3][CH2:4][NH2:5])=[CH:18][CH:17]=1)[CH3:12] |f:0.1,2.3|. Procedure details: A solution of 2-chloroethylamine hydrochloride (6.25 g) in dry dimethylformamide was added dropwise to a stirred, cooled solution of potassium tert-butoxide (8.96 g) and 5-(dimethylamino)methyl-2-furanmethanol (12.4 g) in the same solvent. After 2 hr solvent was removed, the residue basified and extracted with ethyl acetate. The residue after removal of solvent was treated in ethanol with ethanolic oxalic acid. The crystalline salt was recrystallised from ethanol to give 2-[[5-(dimethylamino)met... The reactants are CC(=O)O, CC(=O)O, CC(=O)[O-], CC(=O)[O-], COC(=O)c1cccc(S(C)=O)c1, ClCCl, NC(=O)C(F)(F)F, Ic1ccccc1, [K+], [K+], O=C([O-])[O-], [Rh+2]. Yields the product COC(=O)c1cccc(S(C)(=N)=O)c1. Reaction SMILES: [C:21]([OH:22])(=[O:23])[CH3:24].[C:25]([OH:26])(=[O:27])[CH3:28].[C:45]([O-:46])(=[O:47])[CH3:48].[C:50]([O-:51])(=[O:52])[CH3:53].[CH3:1][S:2](=[O:3])[c:4]1[cH:5][c:6]([C:7](=[O:8])[O:9][CH3:10])[cH:11][cH:12][cH:13]1.[Cl:42][CH2:43][Cl:44].[F:14][C:15]([F:16])([F:17])[C:19]([NH2:18])=[O:20].[I:29][c:30]1[cH:31][cH:32][cH:33][cH:34][cH:35]1.[K+:36].[K+:37].[O-:38][C:39]([O-:40])=[O:41].[Rh+2:49]>>[CH3:1][S:2](=[O:3])([c:4]1[cH:5][c:6]([C:7](=[O:8])[O:9][CH3:10])[cH:11][cH:12][cH:13]1)=[NH:18]. Reactants: BrC=1C=C2C(CCC(C2=CC1)(C)C)(C)C (6-bromo-1,1,4,4-tetramethyl-1,2,3,4-tetrahydronaphthalene), NC1=C(C=C(C#N)C=C1)[N+](=O)[O-] (4-amino-3-nitrobenzonitrile), CC(C)(C)[O-].[Na+] (NaOtBu), C(C)(C)(C)PC1=C(C=CC=C1)C1=CC=CC=C1 (2-(t-butylphosphino)biphenyl). The solvent is C1CCOC1 (THF). Conditions: temperature 80 celsius. Product: [N+](=O)([O-])C=1C=C(C#N)C=CC1NC1=CC=2C(CCC(C2C=C1)(C)C)(C)C (3-Nitro-4-(5,5,8,8-tetramethyl-5,6,7,8-tetrahydronaphthalen-2-ylamino)benzonitrile). RXN SMILES: Br[C:2]1[CH:3]=[C:4]2[C:9](=[CH:10][CH:11]=1)[C:8]([CH3:13])([CH3:12])[CH2:7][CH2:6][C:5]2([CH3:15])[CH3:14].[NH2:16][C:17]1[CH:24]=[CH:23][C:20]([C:21]#[N:22])=[CH:19][C:18]=1[N+:25]([O-:27])=[O:26].CC([O-])(C)C.[Na+].C(PC1C=CC=CC=1C1C=CC=CC=1)(C)(C)C>C1COCC1>[N+:25]([C:18]1[CH:19]=[C:20]([CH:23]=[CH:24][C:17]=1[NH:16][C:2]1[CH:11]=[CH:10][C:9]2[C:8]([CH3:13])([CH3:12])[CH2:7][CH2:6][C:5]([CH3:15])([CH3:14])[C:4]=2[CH:3]=1)[C:21]#[N:22])([O-:27])=[O:26] |f:2.3|. Procedure details: To a solution of 6-bromo-1,1,4,4-tetramethyl-1,2,3,4-tetrahydronaphthalene (61.3 mmol) and 4-amino-3-nitrobenzonitrile (61.3 mmol) in THF (150 mL) are added NaOtBu (67.4 mmol), 2-(t-butylphosphino)biphenyl (6.13 mmol), and Pd2(bda)3 (3.06 mmol) at room temperature. The reaction mixture is heated at 80° C. for 2 h. After cooling, the mixture is filtered through Celite. The filtrate is diluted with H2O and extracted with EtOAc. The organic layer is dried over MgSO4 and evaporated in vacuo. The res... The reactants are ClC1=C(CN2C(C(=NC3=CC=C(C=C23)C(=O)OCC)C)=O)C=CC(=C1)Cl (1-(2,4-Dichlorobenzyl)-7-(ethoxycarbonyl)-3-methyl-2(1H)-quinoxalinone), [OH-].[Na+] (sodium hydroxide), CO (methanol), Cl (hydrochloric acid). The solvent is O (water). Product: C(=O)(O)C1=CC=C2N=C(C(N(C2=C1)CC1=C(C=C(C=C1)Cl)Cl)=O)C (7-Carboxy-1-(2,4-dichlorobenzyl)-3-methyl-2(1H)-quinoxalinone). Yield: 77.6%. RXN SMILES: [Cl:1][C:2]1[CH:25]=[C:24]([Cl:26])[CH:23]=[CH:22][C:3]=1[CH2:4][N:5]1[C:14]2[C:9](=[CH:10][CH:11]=[C:12]([C:15]([O:17]CC)=[O:16])[CH:13]=2)[N:8]=[C:7]([CH3:20])[C:6]1=[O:21].[OH-].[Na+].CO.Cl>O>[C:15]([C:12]1[CH:13]=[C:14]2[C:9]([N:8]=[C:7]([CH3:20])[C:6](=[O:21])[N:5]2[CH2:4][C:3]2[CH:22]=[CH:23][C:24]([Cl:26])=[CH:25][C:2]=2[Cl:1])=[CH:10][CH:11]=1)([OH:17])=[O:16] |f:1.2|. Reported procedure: 1-(2,4-Dichlorobenzyl)-7-(ethoxycarbonyl)-3-methyl-2(1H)-quinoxalinone (0.50 g) in a mixture of a 5% aqueous sodium hydroxide solution (3 g) and methanol (20 ml) was heated under reflux for 1 hr. After cooling, concentrated hydrochloric acid (4 ml) and water (10 ml) were added to the reaction mixture and the precipitate was collected by filtration. The precipitate was washed with water (30 g) and dried to give the object compound (0.36 g) as yellow crystals.